This data is from the Open Reaction Database (ORD), a public repository of structured organic reaction records. The task is: describe an organic reaction: reactants, conditions, products, and yield The product is Cc1ccc(S(=O)(=O)OCCC(O)C(F)(F)F)cc1. RXN SMILES: [Cl:28][CH2:29][Cl:30].[ClH:27].[OH:1][CH:2]([C:3]([F:4])([F:5])[F:6])[CH2:7][CH2:8][OH:9].[c:16]1([CH3:26])[cH:17][cH:18][c:19]([S:22](=[O:23])(=[O:24])[Cl:25])[cH:20][cH:21]1.[cH:10]1[cH:11][cH:12][n:13][cH:14][cH:15]1>>[OH:1][CH:2]([C:3]([F:4])([F:5])[F:6])[CH2:7][CH2:8][O:9][S:22]([c:19]1[cH:18][cH:17][c:16]([CH3:26])[cH:21][cH:20]1)(=[O:23])=[O:24]. Starting materials: ClCCl, Cl, OCCC(O)C(F)(F)F, Cc1ccc(S(=O)(=O)Cl)cc1, c1ccncc1. The reactants are CC1=C2C(=NC=3C(=CC=CC13)C(F)(F)F)CCNCC2 (1,2,4,5-tetrahydro-11-methyl-7-trifluoromethyl-3H-azepino[4,5-b]quinoline), ClC(=O)OCC (ethyl chloroformate). The product is C(C)OC(=O)N1CCC2=NC=3C(=CC=CC3C(=C2CC1)C)C(F)(F)F (1,2,4,5-Tetrahydro-11-methyl-7-trifluoromethyl-3-azepino[4,5-b]quinoline-carboxylic acid ethyl ester). The yield is 92.0%. As a reaction SMILES: [CH3:1][C:2]1[C:11]2[CH:10]=[CH:9][CH:8]=[C:7]([C:12]([F:15])([F:14])[F:13])[C:6]=2[N:5]=[C:4]2[CH2:16][CH2:17][NH:18][CH2:19][CH2:20][C:3]=12.Cl[C:22]([O:24][CH2:25][CH3:26])=[O:23]>>[CH2:25]([O:24][C:22]([N:18]1[CH2:19][CH2:20][C:3]2[C:4](=[N:5][C:6]3[C:7]([C:12]([F:14])([F:13])[F:15])=[CH:8][CH:9]=[CH:10][C:11]=3[C:2]=2[CH3:1])[CH2:16][CH2:17]1)=[O:23])[CH3:26]. Reported procedure: 1,2,4,5-Tetrahydro-11-methyl-7-trifluoromethyl-3-azepino[4,5-b]quinoline-carboxylic acid ethyl ester was prepared from 1,2,4,5-tetrahydro-11-methyl-7-trifluoromethyl-3H-azepino[4,5-b]quinoline and ethyl chloroformate analogous to Example 155. Yield: 92% of theory; m.p. 136° C. The reactants are COC(CN1C(=C(C(C=C1)=O)OCC1=CC=CC=C1)C(=O)OC)OC (methyl 1-[2,2-bis(methyloxy)ethyl]-4-oxo-3-[(phenylmethyl)oxy]-1,4-dihydro-2-pyridinecarboxylate), C1CC(=O)N(C1=O)Br (NBS). Solvent: ClCCl (dichloromethane), ClCCl (dichloromethane). Reaction conditions: time 6 hour. Product: COC(CN1C(=C(C(C(=C1)Br)=O)OCC1=CC=CC=C1)C(=O)OC)OC (methyl 1-[2,2-bis(methyloxy)ethyl]-5-bromo-4-oxo-3-[(phenylmethyl)oxy]-1,4-dihydro-2-pyridinecarboxylate). Reaction SMILES: [CH3:1][O:2][CH:3]([O:24][CH3:25])[CH2:4][N:5]1[CH:10]=[CH:9][C:8](=[O:11])[C:7]([O:12][CH2:13][C:14]2[CH:19]=[CH:18][CH:17]=[CH:16][CH:15]=2)=[C:6]1[C:20]([O:22][CH3:23])=[O:21].C1C(=O)N([Br:33])C(=O)C1>ClCCl>[CH3:25][O:24][CH:3]([O:2][CH3:1])[CH2:4][N:5]1[CH:10]=[C:9]([Br:33])[C:8](=[O:11])[C:7]([O:12][CH2:13][C:14]2[CH:19]=[CH:18][CH:17]=[CH:16][CH:15]=2)=[C:6]1[C:20]([O:22][CH3:23])=[O:21]. Procedure: A 2 L flask equipped with a mechanic stirrer were charged with methyl 1-[2,2-bis(methyloxy)ethyl]-4-oxo-3-[(phenylmethyl)oxy]-1,4-dihydro-2-pyridinecarboxylate 23 as obtained above and 500 mL of dichloromethane. To this flask was added NBS (30 g, 0.17 mole) portion-wise. The reaction was stirred at room temperature until its completion (monitored by TLC, ˜6 hours). The mixture was then diluted with dichloromethane and washed with NaHCO3 (ss). The organic phase was dried over Na2SO4 before evapor... The reactants are BrCc1nc2ccc(Br)nc2s1, O=C([O-])[O-], NC(=O)c1c(F)ccc(O)c1F, [K+], [K+], CN(C)C=O. Product: NC(=O)c1c(F)ccc(OCc2nc3ccc(Br)nc3s2)c1F. RXN SMILES: [Br:1][c:2]1[cH:3][cH:4][c:5]2[c:6]([n:7]1)[s:8][c:9]([CH2:11][Br:12])[n:10]2.[C:25](=[O:26])([O-:27])[O-:28].[F:13][c:14]1[c:15]([C:16](=[O:17])[NH2:18])[c:19]([F:24])[cH:20][cH:21][c:22]1[OH:23].[K+:29].[K+:30].[O:31]=[CH:32][N:33]([CH3:34])[CH3:35]>>[Br:1][c:2]1[cH:3][cH:4][c:5]2[c:6]([n:7]1)[s:8][c:9]([CH2:11][O:23][c:22]1[c:14]([F:13])[c:15]([C:16](=[O:17])[NH2:18])[c:19]([F:24])[cH:20][cH:21]1)[n:10]2.